From a dataset of the Open Reaction Database (ORD), a public repository of structured organic reaction records. describe an organic reaction: reactants, conditions, products, and yield Reactants: CC(C)(C)C1=CC(=C(C(C=NO)=C1)O)I (5-(1,1-dimethylethyl)-3-iodosalicylaldoxime), ClC(C(=O)N=C=O)(Cl)Cl (trichloroacetylisocyanate), O (water), C([O-])([O-])=O.[K+].[K+] (potassium carbonate). Run in O1CCCC1 (tetrahydrofuran), O1CCCC1 (tetrahydrofuran). Run at time 20 minute. Product: CC(C)(C)C=1C=C(C2=C(C=NO2)C1)I (5-(1,1-dimethylethyl)-7-iodo-1,2-benzisoxazole). Yield: 46.5%. Reaction SMILES: [CH3:1][C:2]([C:5]1[CH:13]=[C:9]([CH:10]=[N:11]O)[C:8]([OH:14])=[C:7]([I:15])[CH:6]=1)([CH3:4])[CH3:3].ClC(Cl)(Cl)C(N=C=O)=O.C(=O)([O-])[O-].[K+].[K+].O>O1CCCC1>[CH3:1][C:2]([C:5]1[CH:6]=[C:7]([I:15])[C:8]2[O:14][N:11]=[CH:10][C:9]=2[CH:13]=1)([CH3:4])[CH3:3] |f:2.3.4|. Reported procedure: To a solution of 3.19 g of 5-(1,1-dimethylethyl)-3-iodosalicylaldoxime in 10 ml of tetrahydrofuran is added 2.0 g of trichloroacetylisocyanate in tetrahydrofuran (5 ml) at room temperature followed by addition of 1.52 g of potassium carbonate. The mixture is stirred for an additional 20 minutes before it is poured into 400 ml of water. The precipitate so obtained is crystallized from methanol to afford 1.4 g (46.5%) of 5-(1,1-dimethylethyl)-7-iodo-1,2-benzisoxazole, m.p. 106°-109° C. Starting materials: FC=1C=C2N=C(C(=NC2=CC1F)OC)NC(OCC)=O (Ethyl N-(6,7-di fluoro-2-methoxyquinoxalin-3-yl)carbamate), BrC=1C=C(C=CC1)N1CCNCC1 (1-(3-bromo phenyl)piperazine). Product: FC=1C=C2N=C(C(=NC2=CC1F)OC)NC(=O)N1CCN(CC1)C1=CC(=CC=C1)Br (1-[(6,7-Difluoro-2-methoxyquinoxalin-3-yl)aminocarbonyl]-4-(3-bromophenyl)piperazine). Isolated yield 58.0%. Reaction SMILES: [F:1][C:2]1[CH:3]=[C:4]2[C:9](=[CH:10][C:11]=1[F:12])[N:8]=[C:7]([O:13][CH3:14])[C:6]([NH:15][C:16](=[O:20])OCC)=[N:5]2.[Br:21][C:22]1[CH:23]=[C:24]([N:28]2[CH2:33][CH2:32][NH:31][CH2:30][CH2:29]2)[CH:25]=[CH:26][CH:27]=1>>[F:1][C:2]1[CH:3]=[C:4]2[C:9](=[CH:10][C:11]=1[F:12])[N:8]=[C:7]([O:13][CH3:14])[C:6]([NH:15][C:16]([N:31]1[CH2:30][CH2:29][N:28]([C:24]3[CH:25]=[CH:26][CH:27]=[C:22]([Br:21])[CH:23]=3)[CH2:33][CH2:32]1)=[O:20])=[N:5]2. Procedure: Ethyl N-(6,7-di fluoro-2-methoxyquinoxalin-3-yl)carbamate and 1-(3-bromo phenyl)piperazine were reacted by the same way with the example 169 to obtain the titled compound (yield, 58%). 1H NMR (300 MHz, CDCl3) δ 3.30 (m, 4H), 3.76 (m, 4H), 4.15 (s, 3H), 6.85-6.87 (m, 1H), 7.02-7.03 (m, 2H), 7.06-7.07 (m, 1H), 7.13-7.16 (m, 1H), 7.30 (br s, 1H), 7.51-7.53 (m, 1H), 7.60 (br s, 1H). Reactants: ClC(Cl)Cl, CCc1cc2c(-c3ccccc3Cl)c([N+](=O)[O-])cnc2s1, Cl, [Na+], C1COCCO1, [OH-], O, O, O, Cl[Sn]Cl. Product: CCc1cc2c(-c3ccccc3Cl)c(N)cnc2s1. RXN SMILES: [CH:30]([Cl:31])([Cl:32])[Cl:33].[Cl:1][c:2]1[c:3](-[c:8]2[c:9]3[c:10]([n:11][cH:12][c:13]2[N+:14]([O-:15])=[O:16])[s:17][c:18]([CH2:20][CH3:21])[cH:19]3)[cH:4][cH:5][cH:6][cH:7]1.[ClH:22].[Na+:29].[O:35]1[CH2:36][CH2:37][O:38][CH2:39][CH2:40]1.[OH-:28].[OH2:23].[OH2:24].[OH2:34].[Sn:25]([Cl:26])[Cl:27]>>[Cl:1][c:2]1[c:3](-[c:8]2[c:9]3[c:10]([n:11][cH:12][c:13]2[NH2:14])[s:17][c:18]([CH2:20][CH3:21])[cH:19]3)[cH:4][cH:5][cH:6][cH:7]1. The reactants are C(C)(C)(C)OC(N[C@H]([C@H](C[C@@H](C)C(NCCC(C)(C)C)=O)O)CC1=CC=CC=C1)=O ([(1S,2S,4R)-1-Benzyl-4-(3,3-dimethylbutylcarbamoyl)-2-hydroxypentyl]-carbamic acid t-butyl ester), CC1(CCC(CC1)N)C (4,4-dimethylcyclohexylamine), C(C)(C)OC=1C=C(C(=O)N[C@@H](CC2=CC=CC=C2)[C@H]2OC([C@@H](C2)C)=O)C=C(C1)N1C(CCC1)=O (3-Isopropoxy-N-[(S)-1-((2S,4R)-4-methyl-5-oxotetrahydrofuran-2-yl)-2-phenylethyl]-5-(2-oxopyrrolidin-1-yl)benzamide). Yields the product C(C1=CC=CC=C1)[C@@H]([C@H](C[C@@H](C)C(NC1CCC(CC1)(C)C)=O)O)NC(C1=CC(=CC(=C1)N1C(CCC1)=O)OC(C)C)=O (N-[(1S,2S,4R)-1-Benzyl-4-(4,4-dimethylcyclohexylcarbamoyl)-2-hydroxypentyl]-3-isopropoxy-5-(2-oxopyrrolidin-1-yl)benzamide). As a reaction SMILES: C(OC(=O)N[C@@H](CC1C=CC=CC=1)[C@@H](O)C[C@H](C(=O)NCCC(C)(C)C)C)(C)(C)C.[CH3:31][C:32]1([CH3:39])[CH2:37][CH2:36][CH:35]([NH2:38])[CH2:34][CH2:33]1.[CH:40]([O:43][C:44]1[CH:45]=[C:46]([CH:65]=[C:66]([N:68]2[CH2:72][CH2:71][CH2:70][C:69]2=[O:73])[CH:67]=1)[C:47]([NH:49][C@H:50]([C@@H:58]1[CH2:62][C@@H:61]([CH3:63])[C:60](=[O:64])[O:59]1)[CH2:51][C:52]1[CH:57]=[CH:56][CH:55]=[CH:54][CH:53]=1)=[O:48])([CH3:42])[CH3:41]>>[CH2:51]([C@H:50]([NH:49][C:47](=[O:48])[C:46]1[CH:65]=[C:66]([N:68]2[CH2:72][CH2:71][CH2:70][C:69]2=[O:73])[CH:67]=[C:44]([O:43][CH:40]([CH3:42])[CH3:41])[CH:45]=1)[C@@H:58]([OH:59])[CH2:62][C@H:61]([C:60](=[O:64])[NH:38][CH:35]1[CH2:36][CH2:37][C:32]([CH3:39])([CH3:31])[CH2:33][CH2:34]1)[CH3:63])[C:52]1[CH:53]=[CH:54][CH:55]=[CH:56][CH:57]=1. Procedure: Prepared in an analogous manner to D1 from 4,4-dimethylcyclohexylamine (D53) and 3-isopropoxy-N-[(S)-1-((2S,4R)-4-methyl-5-oxotetrahydrofuran-2-yl)-2-phenylethyl]-5-(2-oxopyrrolidin-1-yl)benzamide (D49). Reactants: FC(C1=CC=C(C=N1)C1C(CCC1)=O)(F)F (2-(6-(trifluoromethyl)pyridin-3-yl)cyclopentanone), [Li+].CC(C)[N-]C(C)C (LDA), C(OCC)(=O)C#N (ethyl carbonocyanidate). Run at temperature -78 celsius, time 30 minute. The product is O=C1C(CCC1C=1C=NC(=CC1)C(F)(F)F)C(=O)OCC (ethyl 2-oxo-3-(6-(trifluoromethyl)pyridin-3-yl)cyclopentanecarboxylate). Isolated yield 83.3%. As a reaction SMILES: [F:1][C:2]([F:16])([F:15])[C:3]1[N:8]=[CH:7][C:6]([CH:9]2[CH2:13][CH2:12][CH2:11][C:10]2=[O:14])=[CH:5][CH:4]=1.[Li+].CC([N-]C(C)C)C.[C:25](C#N)(=[O:29])[O:26][CH2:27][CH3:28]>>[O:14]=[C:10]1[CH:9]([C:6]2[CH:7]=[N:8][C:3]([C:2]([F:1])([F:15])[F:16])=[CH:4][CH:5]=2)[CH2:13][CH2:12][CH:11]1[C:25]([O:26][CH2:27][CH3:28])=[O:29] |f:1.2|. Procedure: 2-(6-(trifluoromethyl)pyridin-3-yl)cyclopentanone (700 mg, 3.05 mmol) was added to a solution of LDA (2.291 mL, 4.58 mmol) at −78° C. After stirring for 30 min at −78° C., ethyl carbonocyanidate (0.329 mL, 3.36 mmol) was added to the reaction mixture. The resulting solution was warmed to room temperature with stirring over 3 h. The reaction mixture was quenched with 1 mL of water, washed with brine, dried over MgSO4, and purified by Biotage (Hexanes/EtOAc 2:1) to afford ethyl 2-oxo-3-(6-(trifluo... Reactants: O-Benzotriazol-1-yl-N,N,N′N′-tetramethyluronium tetrafluoroborate, C(C)(C)N(CC)C(C)C (diisopropylethylamine), O=C1NN=C(C2=CC=CC=C12)CC=1C=C(C=CC1)NC(CC(C(=O)O)C1=CC=CC=C1)=O (N-[3-(4-oxo-3,4-dihydrophthalazin-1-ylmethyl)phenyl]-2-phenylsuccinamic acid), O=C1NN=C(C2=CC=CC=C12)CC=1C=C(C=CC1)NC(C(CC(=O)O)C1=CC=CC=C1)=O (N-[3-(4-oxo-3,4-dihydrophthalazin-1-ylmethyl)phenyl]-3-phenylsuccinamic acid), O (water). Solvent: CN(C=O)C (dimethylformamide). Run at time 3.25 hour. Product: O=C1NN=C(C2=CC=CC=C12)CC=1C=C(C=CC1)N1C(C(CC1=O)C1=CC=CC=C1)=O (1-[3-(4-oxo-3,4-dihydrophthalazin-1-ylmethyl)phenyl]-3-phenylpyrrolidine-2,5-dione). Reaction SMILES: C(N(C(C)C)CC)(C)C.[O:10]=[C:11]1[C:20]2[C:15](=[CH:16][CH:17]=[CH:18][CH:19]=2)[C:14]([CH2:21][C:22]2[CH:23]=[C:24]([NH:28][C:29](=[O:41])[CH2:30][CH:31]([C:35]3[CH:40]=[CH:39][CH:38]=[CH:37][CH:36]=3)[C:32]([OH:34])=O)[CH:25]=[CH:26][CH:27]=2)=[N:13][NH:12]1.O=C1C2C(=CC=CC=2)C(CC2C=C(NC(=O)C(C3C=CC=CC=3)CC(O)=O)C=CC=2)=NN1.O>CN(C)C=O>[O:10]=[C:11]1[C:20]2[C:15](=[CH:16][CH:17]=[CH:18][CH:19]=2)[C:14]([CH2:21][C:22]2[CH:23]=[C:24]([N:28]3[C:29](=[O:41])[CH2:30][CH:31]([C:35]4[CH:40]=[CH:39][CH:38]=[CH:37][CH:36]=4)[C:32]3=[O:34])[CH:25]=[CH:26][CH:27]=2)=[N:13][NH:12]1. Reported procedure: O-Benzotriazol-1-yl-N,N,N′N′-tetramethyluronium tetrafluoroborate (0.139 g, 0.429 mmol) and diisopropylethylamine (0.095 g, 0.726 mmol) were added sequentially at ambient temperature to a stirred solution of the above mixture of N-[3-(4-oxo-3,4-dihydrophthalazin-1-ylmethyl)phenyl]-2-phenylsuccinamic acid and N-[3-(4-oxo-3,4-dihydrophthalazin-1-ylmethyl)phenyl]-3-phenylsuccinamic acid (0.142 g, 0.33 mmol) in dimethylformamide (2 ml), the mixture was stirred at ambient temperature for 3.25 hours a... The reactants are Cc1[nH]c(C(=O)O)nc1Br, COC1CN(C(=O)OC(C)(C)C)CCC1N, On1nnc2ccccc21. Yields the product COC1CN(C(=O)OC(C)(C)C)CCC1NC(=O)c1nc(Br)c(C)[nH]1. RXN SMILES: [Br:17][c:18]1[n:19][c:20]([C:24](=[O:25])[OH:26])[nH:21][c:22]1[CH3:23].[NH2:1][CH:2]1[CH:3]([O:15][CH3:16])[CH2:4][N:5]([C:8](=[O:9])[O:10][C:11]([CH3:12])([CH3:13])[CH3:14])[CH2:6][CH2:7]1.[OH:27][n:28]1[c:29]2[c:30]([cH:31][cH:32][cH:33][cH:34]2)[n:35][n:36]1>>[NH:1]([CH:2]1[CH:3]([O:15][CH3:16])[CH2:4][N:5]([C:8](=[O:9])[O:10][C:11]([CH3:12])([CH3:13])[CH3:14])[CH2:6][CH2:7]1)[C:24]([c:20]1[n:19][c:18]([Br:17])[c:22]([CH3:23])[nH:21]1)=[O:25].